From a dataset of the Open Reaction Database (ORD), a public repository of structured organic reaction records. describe an organic reaction: reactants, conditions, products, and yield The reactants are C12NC(C(CC1)CC2)=O (2-azabicyclo[2.2.2]octan-3-one), ClC1=NC=CC=C1 (2-chloropyridine), C(=O)([O-])[O-].[Cs+].[Cs+] (Cs2CO3), CC1(C2=C(C(=CC=C2)P(C3=CC=CC=C3)C4=CC=CC=C4)OC5=C(C=CC=C51)P(C6=CC=CC=C6)C7=CC=CC=C7)C (xantphos). The reagents and catalysts are C=1C=CC(=CC1)[P](C=2C=CC=CC2)(C=3C=CC=CC3)[Pd]([P](C=4C=CC=CC4)(C=5C=CC=CC5)C=6C=CC=CC6)([P](C=7C=CC=CC7)(C=8C=CC=CC8)C=9C=CC=CC9)[P](C=1C=CC=CC1)(C=1C=CC=CC1)C=1C=CC=CC1 (tetrakis(triphenylphosphine)palladium). Solvent: O1CCOCC1 (1,4-dioxane). Conditions: temperature 125 celsius. Product: N1=C(C=CC=C1)N1C2CCC(C1=O)CC2 (2-(pyridin-2-yl)-2-aza-bicyclo[2.2.2]octan-3-one). Isolated yield 61.8%. As a reaction SMILES: [CH:1]12[CH2:8][CH2:7][CH:4]([CH2:5][CH2:6]1)[C:3](=[O:9])[NH:2]2.Cl[C:11]1[CH:16]=[CH:15][CH:14]=[CH:13][N:12]=1.C([O-])([O-])=O.[Cs+].[Cs+].CC1(C)C2C(=C(P(C3C=CC=CC=3)C3C=CC=CC=3)C=CC=2)OC2C(P(C3C=CC=CC=3)C3C=CC=CC=3)=CC=CC1=2>O1CCOCC1.C1C=CC([P]([Pd]([P](C2C=CC=CC=2)(C2C=CC=CC=2)C2C=CC=CC=2)([P](C2C=CC=CC=2)(C2C=CC=CC=2)C2C=CC=CC=2)[P](C2C=CC=CC=2)(C2C=CC=CC=2)C2C=CC=CC=2)(C2C=CC=CC=2)C2C=CC=CC=2)=CC=1>[N:12]1[CH:13]=[CH:14][CH:15]=[CH:16][C:11]=1[N:2]1[C:3](=[O:9])[CH:4]2[CH2:7][CH2:8][CH:1]1[CH2:6][CH2:5]2 |f:2.3.4,^1:74,76,95,114|. Procedure details: A mixture of 2-azabicyclo[2.2.2]octan-3-one (0.6 g, 4.8 mmol), 2-chloropyridine (0.65 g, 5.76 mmol), Cs2CO3 (2.36 g, 7.20 mmol) and xantphos (0.22 g, 0.38 mmol) in 1,4-dioxane (30 ml) was purged with argon gas for 15 min. Tetrakis(triphenylphosphine)palladium (0) (0.22 g, 0.19 mmol) was added and continued purging for another 10 min. The reaction mixture was heated at 125° C. for 3 h. The reaction mixture was cooled to room temperature and filtered. The filtrate was concentrated and dried under ... Starting materials: NC1=CC=C(C=C1)C=1CCC(NN1)=O (6-(4-aminophenyl)-4,5-dihydropyridazin-3(2H)one), C(C)OC=C(C#N)C#N (ethoxymethylenemalononitrile). Product: C(#N)C(=CNC1=CC=C(C=C1)C=1CCC(NN1)=O)C#N (6-[4-(2,2-dicyanovinyl)aminophenyl]-4,5-dihydropyridazin-3(2H)one). Reaction SMILES: [NH2:1][C:2]1[CH:7]=[CH:6][C:5]([C:8]2[CH2:9][CH2:10][C:11](=[O:14])[NH:12][N:13]=2)=[CH:4][CH:3]=1.C(O[CH:18]=[C:19]([C:22]#[N:23])[C:20]#[N:21])C>C(O)C>[C:20]([C:19]([C:22]#[N:23])=[CH:18][NH:1][C:2]1[CH:7]=[CH:6][C:5]([C:8]2[CH2:9][CH2:10][C:11](=[O:14])[NH:12][N:13]=2)=[CH:4][CH:3]=1)#[N:21]. Reported procedure: A solution containing 0.38 g of 6-(4-aminophenyl)-4,5-dihydropyridazin-3(2H)one and 0.3 g of ethoxymethylenemalononitrile in 5 ml of ethanol was refluxed for 1 h. Yield 0.25 g, mp 290°-295° C. Solvent: C(C)O (ethanol). The reactants are 375, P(O)(O)(O)=O (phosphoric acid), C1=CC=CC=2SC3=CC=CC=C3NC12 (phenothiazine), 52, C=CC1=CC=CC=C1 (styrene), CC(=C)C1=C(C=CC=C1)Cl (α-methyl-o-chlorostyrene), ClC1=C(C=CC=C1)C(C)C (o-chloro-isopropylbenzene). As a reaction SMILES: P(=O)(O)(O)O.[CH:6]1C2NC3C(=CC=CC=3)SC=2C=CC=1.[CH2:20]=[CH:21][C:22]1[CH:27]=[CH:26][CH:25]=[CH:24][CH:23]=1.[CH3:28][C:29]([C:31]1[CH:36]=[CH:35][CH:34]=[CH:33][C:32]=1Cl)=[CH2:30].[Cl:38][C:39]1[CH:44]=[CH:43][CH:42]=[CH:41][C:40]=1[CH:45]([CH3:47])[CH3:46]>>[CH3:28][CH:29]1[C:31]2[C:32](=[CH:33][CH:34]=[CH:35][CH:36]=2)[CH:21]([C:22]2[CH:27]=[CH:26][CH:25]=[CH:24][CH:23]=2)[CH2:30]1.[CH3:26][CH:25]1[C:24]2[C:47](=[CH:20][CH:21]=[CH:22][CH:23]=2)[C:45]([CH3:6])([C:40]2[CH:41]=[CH:42][CH:43]=[CH:44][C:39]=2[Cl:38])[CH2:46]1. Reaction conditions: temperature 40 celsius. Reported procedure: A mixture of 375 parts of phosphoric acid (95% strength by weight) and 1 part of phenothiazine is irradiated for 10 minutes analogously to Example 11. A mixture of 52 parts of styrene, 76 parts of α-methyl-o-chlorostyrene and 94 parts of o-chloro-isopropylbenzene is added to the irradiated solution over 4 hours at 35° to 40° C. After completion of the addition, the mixture is stirred for a further hour at 40° C. The organic phase is separated off and washed with 150 parts of 5 per cent strength ... Product: 20, CC1CC(C2=CC=CC=C12)C1=CC=CC=C1 (1-methyl-3-phenylindan), CC1CC(C2=CC=CC=C12)(C1=C(C=CC=C1)Cl)C (1,3-dimethyl-3-(o-chlorophenyl)-indan). Starting materials: Cl (HCl), ClC1=CC=NC2=CC(=CC=C12)Cl (4,7-dichloroquinoline), [BH3-]C#N.[Na+] (NaCNBH3). Run in CCO (EtOH). Conditions: temperature 60 celsius, time 18 hour. Yields the product ClC1=CC=C2CCCNC2=C1 (7-chloro-1,2,3,4-tetrahydro-quinoline). RXN SMILES: Cl[C:2]1[C:11]2[C:6](=[CH:7][C:8]([Cl:12])=[CH:9][CH:10]=2)[N:5]=[CH:4][CH:3]=1.Cl.[BH3-]C#N.[Na+]>CCO>[Cl:12][C:8]1[CH:7]=[C:6]2[C:11]([CH2:2][CH2:3][CH2:4][NH:5]2)=[CH:10][CH:9]=1 |f:2.3|. Procedure: Similar to the process reported by B. S. Rauckman, et. al., J. Med. Chemn., 1989, 32, 1927-1935, 4,7-dichloroquinoline (1.02 g, 5.1 mmol) was dissolved into anh. EtOH (30 mL) under N2 at RT. Concentrated HCl (1.76 mL, 20.4 mmol) was added, followed by the addition of the NaCNBH3 (1.28 g, 20.4 mmol). This produced vigorous gas and heat evolution. The reaction was heated to 60° C. for 2 h, then cooled and stirred at RT for an additional 18 h. The reaction was quenched by adjusting the pH to approx... Reaction SMILES: [CH3:10][C:11](=[O:12])[O:13][CH:14]=[CH2:15].[CH3:17][C:18](=[O:19])[OH:20].[CH3:1][C:2](=[O:3])[O:4][C:5]([CH3:6])=[O:7].[CH3:8][I:9].[Pd:16]>>[CH3:1][C:2](=[O:3])[O:4][CH:5]([CH3:6])[O:7][C:11]([CH3:10])=[O:12]. Yields the product CC(=O)OC(C)OC(C)=O. Starting materials: C=COC(C)=O, CC(=O)O, CC(=O)OC(C)=O, CI, [Pd].